This data is from the Open Reaction Database (ORD), a public repository of structured organic reaction records. The task is: describe an organic reaction: reactants, conditions, products, and yield Starting materials: O=C1CCCCC12CCCC2, CCOC(C)=O, CC(=O)O, CC(C)(C)[O-], COC(=O)OC, [H-], [K+], [Na+], C1CCOC1, O. The product is COC(=O)C1CCCC2(CCCC2)C1=O. Reaction SMILES: [CH2:15]1[CH2:16][CH2:17][CH2:18][C:19]12[C:20](=[O:25])[CH2:21][CH2:22][CH2:23][CH2:24]2.[CH3:31][CH2:32][O:33][C:34](=[O:35])[CH3:36].[CH3:38][C:39](=[O:40])[OH:41].[CH3:3][C:4]([CH3:5])([O-:6])[CH3:7].[CH3:9][O:10][C:11](=[O:12])[O:13][CH3:14].[H-:1].[K+:8].[Na+:2].[O:26]1[CH2:27][CH2:28][CH2:29][CH2:30]1.[OH2:37]>>[C:11](=[O:12])([O:13][CH3:14])[CH:21]1[C:20](=[O:25])[C:19]2([CH2:15][CH2:16][CH2:17][CH2:18]2)[CH2:24][CH2:23][CH2:22]1.